Dataset: the Open Reaction Database (ORD), a public repository of structured organic reaction records. Task: describe an organic reaction: reactants, conditions, products, and yield The reactants are ClC1=CC=C2C(=C(N(C2=C1)C)C=1C=NC=C(C1)C=O)C#N (6-chloro-2-(5-formyl-pyridin-3-yl)-1-methyl-1H-indole-3-carbonitrile), NC1CCN(CC1)C (4-amino-1-methylpiperidine), [BH3-]C#N.[Na+] (NaBH3CN), C(C1=CC=CC=C1)=O (benzaldehyde), [BH3-]C#N.[Na+] (NaBH3CN). The solvent is C1CCOC1 (THF), CN(C)C=O (DMF). Run at time 16 hour. The product is ClC1=CC=C2C(=C(N(C2=C1)C)C=1C=NC=C(C1)CNC1CCN(CC1)C)C#N (6-chloro-1-methyl-2-{5-[(1-methyl-piperidin-4-ylamino)-methyl]-pyridin-3-yl}-1H-indole-3-carbonitrile). Reaction SMILES: [Cl:1][C:2]1[CH:10]=[C:9]2[C:5]([C:6]([C:20]#[N:21])=[C:7]([C:12]3[CH:13]=[N:14][CH:15]=[C:16]([CH:18]=O)[CH:17]=3)[N:8]2[CH3:11])=[CH:4][CH:3]=1.[NH2:22][CH:23]1[CH2:28][CH2:27][N:26]([CH3:29])[CH2:25][CH2:24]1.[BH3-]C#N.[Na+].C(=O)C1C=CC=CC=1>C1COCC1.CN(C=O)C>[Cl:1][C:2]1[CH:10]=[C:9]2[C:5]([C:6]([C:20]#[N:21])=[C:7]([C:12]3[CH:13]=[N:14][CH:15]=[C:16]([CH2:18][NH:22][CH:23]4[CH2:28][CH2:27][N:26]([CH3:29])[CH2:25][CH2:24]4)[CH:17]=3)[N:8]2[CH3:11])=[CH:4][CH:3]=1 |f:2.3|. Reported procedure: To a solution of 6-chloro-2-(5-formyl-pyridin-3-yl)-1-methyl-1H-indole-3-carbonitrile (Example 126, 0.150 g, 0.482 mmol) in THF (3 mL) and DMF (1 mL) is added 4-amino-1-methylpiperidine (0.067 g, 0.578 mmol), followed with MP-NaBH3CN (2.42 mmol/g, 0.498 g, 1.205 mmol). After 16 h, MP-NaBH3CN (2.42 mmol/g, 0.200 g, 0.484 mmol) is added. After another 46 h and PL-benzaldehyde (1.8 mmol/g, 0.268 g, 0.482 mmol) is added and after another 8 h, the mixture is filtered and the solids are washed with TH... Starting materials: CCCc1ccc(C(=O)N(CC)CC)cc1, C1CCOC1, CSSC, [Li]C(C)CC. Yields the product CCCc1ccc(C(=O)N(CC)CC)c(SC)c1. As a reaction SMILES: [CH2:1]([CH3:2])[N:3]([C:4]([c:5]1[cH:6][cH:7][c:8]([CH2:11][CH2:12][CH3:13])[cH:9][cH:10]1)=[O:14])[CH2:15][CH3:16].[CH2:26]1[O:27][CH2:28][CH2:29][CH2:30]1.[CH3:22][S:23][S:24][CH3:25].[CH:17]([Li:18])([CH2:19][CH3:20])[CH3:21]>>[CH2:1]([CH3:2])[N:3]([C:4]([c:5]1[c:6]([S:23][CH3:22])[cH:7][c:8]([CH2:11][CH2:12][CH3:13])[cH:9][cH:10]1)=[O:14])[CH2:15][CH3:16]. Reactants: C(C)(C)C(O)C1=CC=C(C=C1)OC(C(F)(F)F)(F)F (isopropyl p-(pentafluoroethoxy)phenyl carbinol). The reagents and catalysts are [O-2].[O-2].[O-2].[Cr+6] (chromium trioxide). The solvent is C(C)(=O)O (acetic acid). Yields the product ketone, FC(C(F)(F)F)(OC1=CC=C(C=C1)C(=O)C(C)C)F (isopropyl p-(pentafluoroethoxy)phenyl ketone). Reaction SMILES: [CH:1]([CH:4]([C:6]1[CH:11]=[CH:10][C:9]([O:12][C:13]([F:19])([F:18])[C:14]([F:17])([F:16])[F:15])=[CH:8][CH:7]=1)[OH:5])([CH3:3])[CH3:2]>[O-2].[O-2].[O-2].[Cr+6].C(O)(=O)C>[F:18][C:13]([F:19])([O:12][C:9]1[CH:10]=[CH:11][C:6]([C:4]([CH:1]([CH3:2])[CH3:3])=[O:5])=[CH:7][CH:8]=1)[C:14]([F:15])([F:17])[F:16] |f:1.2.3.4|. Procedure: The preparation of pentafluoroethoxy-substituted phenyl alkyl ketones is accomplished following the procedure of Belous et al., J. Org. Chem. (U.S.S.R.) 7, 1521 (1971). According to that procedure, p-bromophenol is allowed to react with trifluoroacetic anhydride in the presence of sulfur tetrafluoride and hydrogen fluoride, to yield pentafluoroethoxy-4-bromobenzene. This compound is allowed to react with isobutyraldehyde in the presence of n-butyllithium to yield the intermediate alcohol, isopro... The reactants are O1COC2=C1C=CC(=C2)C(=O)NN (Benzo[1,3]dioxole-5-carboxylic acid hydrazide), [OH-].[K+] (potassium hydroxide), CO (methanol), C(=S)=S (Carbon disulfide), C(=S)=S (carbon disulfide). The solvent is O (Water). Run at time 30 minute. The product is O1COC2=C1C=CC(=C2)C2=NN=C(O2)S (5-Benzo[1,3]-dioxol-5-yl-[1,3,4]oxadiazole-2-thiol). As a reaction SMILES: [O:1]1[C:5]2[CH:6]=[CH:7][C:8]([C:10]([NH:12][NH2:13])=[O:11])=[CH:9][C:4]=2[O:3][CH2:2]1.[OH-].[K+].CO.[C:18](=S)=[S:19]>O>[O:1]1[C:5]2[CH:6]=[CH:7][C:8]([C:10]3[O:11][C:18]([SH:19])=[N:13][N:12]=3)=[CH:9][C:4]=2[O:3][CH2:2]1 |f:1.2|. Procedure details: Benzo[1,3]dioxole-5-carboxylic acid hydrazide (45.8 g, 254 mmol) was added to a mixture of potassium hydroxide (15.7 g, 280 mmol) and methanol (350 ml). The mixture was stirred for 30 minutes at room temperature. Carbon disulfide (38.7 g, 508 mmol) was added. The mixture was stirred at reflux for 20 hours, followed by another portion of carbon disulfide (12.7 g, 167 mmol) and reflux for 4 h. Water (300 ml) was added and the excess of carbon disulfide and methanol was evaporated. The aqueous susp... Starting materials: NC1=NC=CC=C1C(F)(F)F (2-amino-3-trifluoromethylpyridine), BrBr (bromine). The solvent is C(Cl)(Cl)Cl (CHCl3), CC(=O)O (AcOH), C(Cl)(Cl)Cl (CHCl3). Conditions: time 1 hour. The product is BrC=1C=C(C(=NC1)N)C(F)(F)F (5-Bromo-3-trifluoromethyl-pyridin-2-ylamine). As a reaction SMILES: [NH2:1][C:2]1[C:7]([C:8]([F:11])([F:10])[F:9])=[CH:6][CH:5]=[CH:4][N:3]=1.[Br:12]Br>C(Cl)(Cl)Cl.CC(O)=O>[Br:12][C:5]1[CH:6]=[C:7]([C:8]([F:9])([F:11])[F:10])[C:2]([NH2:1])=[N:3][CH:4]=1. Reported procedure: 2-amino-3-trifluoromethylpyridine (0.980 g, 5.92 mmol) is dissolved in CHCl3 (7 ml) and AcOH (5 ml). The reaction mixture is cooled to 0-10° C. (ice-bath) and bromine (0.424 ml, 8.3 mmol) dissolved in CHCl3 is slowly added drop wise. The reaction mixture is stirred at this temperature for 1 hour then allowed to warm room temperature. The solvents are removed in vacuo and the residue is dissolved in EtOAc washing with saturated NaHCO3. The organic portion is dried over MgSO4, filtered and concent... Starting materials: N1C=CC2=CC(=CC=C12)N1CCOCC1 (4-(1H-Indol-5-yl)morpholine), CC1=C(C=CC=C1\C=C\[N+](=O)[O-])NC(OCC1=CC=CC=C1)=O ((E)-benzyl 2-methyl-3-(2-nitrovinyl)phenylcarbamate). Run in C1CCOC1 (THF). Conditions: time 5 hour. Product: CC1=C(C=CC=C1C(C[N+](=O)[O-])C1=CNC2=CC=C(C=C12)N1CCOCC1)NC(OCC1=CC=CC=C1)=O (Benzyl 2-methyl-3-(1-(5-morpholino-1H-indol-3-yl)-2-nitroethyl)phenylcarbamate). Yield: 37.4%. Reaction SMILES: [NH:1]1[C:9]2[C:4](=[CH:5][C:6]([N:10]3[CH2:15][CH2:14][O:13][CH2:12][CH2:11]3)=[CH:7][CH:8]=2)[CH:3]=[CH:2]1.[CH3:16][C:17]1[C:22](/[CH:23]=[CH:24]/[N+:25]([O-:27])=[O:26])=[CH:21][CH:20]=[CH:19][C:18]=1[NH:28][C:29](=[O:38])[O:30][CH2:31][C:32]1[CH:37]=[CH:36][CH:35]=[CH:34][CH:33]=1>C1COCC1>[CH3:16][C:17]1[C:22]([CH:23]([C:3]2[C:4]3[C:9](=[CH:8][CH:7]=[C:6]([N:10]4[CH2:15][CH2:14][O:13][CH2:12][CH2:11]4)[CH:5]=3)[NH:1][CH:2]=2)[CH2:24][N+:25]([O-:27])=[O:26])=[CH:21][CH:20]=[CH:19][C:18]=1[NH:28][C:29](=[O:38])[O:30][CH2:31][C:32]1[CH:33]=[CH:34][CH:35]=[CH:36][CH:37]=1. Reported procedure: 4-(1H-Indol-5-yl)morpholine (1.102 g, 5.45 mmol) and (E)-benzyl 2-methyl-3-(2-nitrovinyl)phenylcarbamate (1.2154 g, 3.89 mmol) were dissolved in THF and concentrated in vacuo to dryness. The mixture was then melted at 140° C. After 5 h, the reaction was cooled to room temperature and purified by flash chromatography using an ISCO 120 g column eluting with 0-60% EtOAc/hexanes to give the desired product (0.8047 g, 1.454 mmol, 37.4% yield) as a tan foam.